Task: describe an organic reaction: reactants, conditions, products, and yield. Dataset: the Open Reaction Database (ORD), a public repository of structured organic reaction records Reactants: C(C1=CC=CC=C1)N(C([C@H](CC1=CC=CC=C1)N(C(=O)OC(C)(C)C)CC=O)=O)C ((S)-N-benzyl-N-methyl-2-[N-(t-butoxycarbonyl)-2-oxo-ethylamino]-3-phenyl-propionamide), [BH4-].[Na+] (sodium borohydride). The solvent is C(C)(=O)OCC (ethyl acetate), C(C)O (ethanol). Reaction conditions: time 16 hour. Yields the product C(C1=CC=CC=C1)N(C([C@H](CC1=CC=CC=C1)N(C(=O)OC(C)(C)C)CCO)=O)C ((S)-N-Benzyl-N-methyl-2-[N-(t-butoxycarbonyl)-2-hydroxy-ethylamino]-3-phenyl-propionamide). Reaction SMILES: [CH2:1]([N:8]([CH3:30])[C:9](=[O:29])[C@@H:10]([N:18]([CH2:26][CH:27]=[O:28])[C:19]([O:21][C:22]([CH3:25])([CH3:24])[CH3:23])=[O:20])[CH2:11][C:12]1[CH:17]=[CH:16][CH:15]=[CH:14][CH:13]=1)[C:2]1[CH:7]=[CH:6][CH:5]=[CH:4][CH:3]=1.[BH4-].[Na+]>C(O)C.C(OCC)(=O)C>[CH2:1]([N:8]([CH3:30])[C:9](=[O:29])[C@@H:10]([N:18]([CH2:26][CH2:27][OH:28])[C:19]([O:21][C:22]([CH3:25])([CH3:23])[CH3:24])=[O:20])[CH2:11][C:12]1[CH:17]=[CH:16][CH:15]=[CH:14][CH:13]=1)[C:2]1[CH:7]=[CH:6][CH:5]=[CH:4][CH:3]=1 |f:1.2|. Procedure details: Combine (S)-N-benzyl-N-methyl-2-[N-(t-butoxycarbonyl)-2-oxo-ethylamino]-3-phenyl-propionamide (5.0 mmol) and sodium borohydride (5.0 mmol) in ethanol (20 mL). Stir for 16 hours. Concentrate in vacuo to obtain a residue. Dilute the residue with ethyl acetate and extract with 0.5M hydrochloric acid solution and water. Separate the layers, dry the organic layer over MgSO4, filter, and evaporate in vacuo to give the title compound. The reactants are [Cl-], O=C(O)C1CC1(Cl)Cl, CC1CC(=O)NN=C1c1ccc(N)cc1, C1CCOC1. Yields the product CC1CC(=O)NN=C1c1ccc(NC(=O)C2CC2(Cl)Cl)cc1. RXN SMILES: [Cl-:16].[Cl:17][C:18]1([Cl:24])[CH:19]([C:21](=[O:22])[OH:23])[CH2:20]1.[NH2:1][c:2]1[cH:3][cH:4][c:5]([C:8]2=[N:13][NH:12][C:11](=[O:14])[CH2:10][CH:9]2[CH3:15])[cH:6][cH:7]1.[O:25]1[CH2:26][CH2:27][CH2:28][CH2:29]1>>[NH:1]([c:2]1[cH:3][cH:4][c:5]([C:8]2=[N:13][NH:12][C:11](=[O:14])[CH2:10][CH:9]2[CH3:15])[cH:6][cH:7]1)[C:21]([CH:19]1[C:18]([Cl:17])([Cl:24])[CH2:20]1)=[O:22]. Starting materials: O=C([O-])O, CCO, NCCc1ccc(Cl)cc1Cl, COc1nc(Cl)cc(Cl)n1, [Na+], O. Product: COc1nc(Cl)cc(NCCc2ccc(Cl)cc2Cl)n1. Reaction SMILES: [C:22](=[O:23])([OH:24])[O-:25].[CH3:28][CH2:29][OH:30].[Cl:11][c:12]1[c:13]([CH2:14][CH2:15][NH2:16])[cH:17][cH:18][c:19]([Cl:21])[cH:20]1.[Cl:1][c:2]1[n:3][c:4]([O:9][CH3:10])[n:5][c:6]([Cl:8])[cH:7]1.[Na+:26].[OH2:27]>>[c:2]1([NH:16][CH2:15][CH2:14][c:13]2[c:12]([Cl:11])[cH:20][c:19]([Cl:21])[cH:18][cH:17]2)[n:3][c:4]([O:9][CH3:10])[n:5][c:6]([Cl:8])[cH:7]1. Solvent: ClCCl (dichloromethane). Starting materials: CC(C)(C)OC([C@@H](NS(=O)(=O)C1=CC=C(C=C1)OC)CNC1=NC=NC(=C1CC)N1CCC(CC1)C1=CC=C2CCCNC2=N1)=O ((1,1-dimethylethyl)3-[[5-ethyl-6-[4-(1,2,3,4-tetrahydro-1,8-naphthyridin-7-yl)-1-piperidinyl]-4-pyrimidinyl]amino]-N-(4-methoxy-benzenesulphonyl)alaninate), FC(C(=O)O)(F)F (trifluoroacetic acid), ClCCl.CO.O.C(C)(=O)O (dichloromethane methanol water acetic acid), C1(=CC=CC=C1)C (Toluene). Isolated yield 85.0%. Yields the product ditrifluoroacetate, C(C)C=1C(=NC=NC1N1CCC(CC1)C1=CC=C2CCCNC2=N1)NC[C@H](NS(=O)(=O)C1=CC=C(C=C1)OC)C(=O)O (3-[[5-ethyl-6-[4-(1,2,3,4-tetrahydro-1,8-naphthyridin-7-yl)-1-piperidinyl]-4-pyrimidinyl]amino]-N-(4-methoxy-benzenesulphonyl)alanine). Reaction SMILES: CC([O:5][C:6](=[O:46])[C@H:7]([CH2:20][NH:21][C:22]1[C:27]([CH2:28][CH3:29])=[C:26]([N:30]2[CH2:35][CH2:34][CH:33]([C:36]3[N:45]=[C:44]4[C:39]([CH2:40][CH2:41][CH2:42][NH:43]4)=[CH:38][CH:37]=3)[CH2:32][CH2:31]2)[N:25]=[CH:24][N:23]=1)[NH:8][S:9]([C:12]1[CH:17]=[CH:16][C:15]([O:18][CH3:19])=[CH:14][CH:13]=1)(=[O:11])=[O:10])(C)C.FC(F)(F)C(O)=O.ClCCl.CO.O.C(O)(=O)C.C1(C)C=CC=CC=1>ClCCl>[CH2:28]([C:27]1[C:22]([NH:21][CH2:20][C@@H:7]([C:6]([OH:46])=[O:5])[NH:8][S:9]([C:12]2[CH:13]=[CH:14][C:15]([O:18][CH3:19])=[CH:16][CH:17]=2)(=[O:10])=[O:11])=[N:23][CH:24]=[N:25][C:26]=1[N:30]1[CH2:35][CH2:34][CH:33]([C:36]2[N:45]=[C:44]3[C:39]([CH2:40][CH2:41][CH2:42][NH:43]3)=[CH:38][CH:37]=2)[CH2:32][CH2:31]1)[CH3:29] |f:2.3.4.5|. Procedure details: 55.8 mg (0.086 mmoles) of (1,1-dimethylethyl)3-[[5-ethyl-6-[4-(1,2,3,4-tetrahydro-1,8-naphthyridin-7-yl)-1-piperidinyl]-4-pyrimidinyl]amino]-N-(4-methoxy-benzenesulphonyl)alaninate in 5 ml of dichloromethane with 0.5 ml of trifluoroacetic acid is stirred at ambient temperature until the starting product disappears according to TLC (silicagel, eluent: CH2Cl2-MeOH-H2O—AcOH 85-15-2-2). Toluene is added and the reaction mixture is evaporated to dryness under reduced pressure (2 kPa). The residue is ... Run in C1CCOC1 (THF). Yields the product OCC=1C=C(C=C(C1)C=CC1=CC(=CC=C1)CCCCC(C)(C)O)O (3-Hydroxymethyl-5-{2-[3-(5-hydroxy-5-methylhexyl)phenyl]vinyl}phenol). Procedure details: A solution of 0.3 ml of concentrated sulphuric acid in 5 ml of methanol is added to 600 mg (1.3 mmol) of 6-{3-[2-(3-ethoxymethoxy-5-ethoxymethoxyphenyl)vinyl]phenyl}2-methylhexan-2-ol in 5 ml of methanol and 5 ml of THF. After 4 hours at room temperature, water and ethyl acetate are added. The organic phase is washed several times with water and then dried over magnesium sulphate and concentrated. The residue is purified on a silica column (ethyl acetate 50-heptane 50). Reaction conditions: time 4 hour. Reaction SMILES: S(=O)(=O)(O)O.C(OCOC1C=[C:13]([CH:22]=[CH:23][C:24]2[CH:25]=[C:26]([CH2:30][CH2:31][CH2:32][CH2:33][C:34]([CH3:37])(O)[CH3:35])[CH:27]=[CH:28][CH:29]=2)[CH:14]=[C:15]([O:17]COCC)[CH:16]=1)C.[OH2:38].C([O:42][CH2:43][CH3:44])(=O)C.[CH3:45]O>C1COCC1>[OH:38][CH2:17][C:15]1[CH:16]=[C:43]([OH:42])[CH:44]=[C:13]([CH:22]=[CH:23][C:24]2[CH:29]=[CH:28][CH:27]=[C:26]([CH2:30][CH2:31][CH2:32][CH2:33][C:34]([OH:37])([CH3:35])[CH3:45])[CH:25]=2)[CH:14]=1. Starting materials: S(O)(O)(=O)=O (sulphuric acid), C(C)OCOC=1C=C(C=C(C1)OCOCC)C=CC=1C=C(C=CC1)CCCCC(C)(O)C (6-{3-[2-(3-ethoxymethoxy-5-ethoxymethoxyphenyl)vinyl]phenyl}2-methylhexan-2-ol), CO (methanol), CO (methanol), O (water), C(C)(=O)OCC (ethyl acetate). Starting materials: C(CCCCC)[C@H]1C(C2=CC=C(C=C2CC1)I)=O ((R)-2-hexyl-6-iodo-3,4-dihydronaphthalen-1(2H)-one), [BH4-].[Na+] (sodium borohydride), C(=O)(C(F)(F)F)O (TFA), C(C)[SiH](CC)CC (triethylsilane). Run in ClCCl (dichloromethane), CCO (EtOH), O (water). Conditions: time 2 hour. Yields the product C(CCCCC)[C@H]1CC2=CC=C(C=C2CC1)I ((R)-2-hexyl-6-iodo-1,2,3,4-tetrahydronaphthalene). Yield: 88.8%. Reaction SMILES: [CH2:1]([C@@H:7]1[CH2:16][CH2:15][C:14]2[C:9](=[CH:10][CH:11]=[C:12]([I:17])[CH:13]=2)[C:8]1=O)[CH2:2][CH2:3][CH2:4][CH2:5][CH3:6].[BH4-].[Na+].C([SiH](CC)CC)C.C(O)(C(F)(F)F)=O>ClCCl.CCO.O>[CH2:1]([C@@H:7]1[CH2:16][CH2:15][C:14]2[C:9](=[CH:10][CH:11]=[C:12]([I:17])[CH:13]=2)[CH2:8]1)[CH2:2][CH2:3][CH2:4][CH2:5][CH3:6] |f:1.2|. Procedure: To a stirred solution of (R)-2-hexyl-6-iodo-3,4-dihydronaphthalen-1(2H)-one (I-8C, 21.6 g, 60.6 mmol) in dichloromethane (10 mL) and 100% EtOH (100 mL) was added sodium borohydride (4.59 g, 121 mmol) portionwise. The mixture was stirred at room temperature for 2 h before being quenched by adding acetone slowly (cooled with water bath). The mixture was concentrated under reduced pressure. The residue was mixed with saturated aqueous ammonium chloride solution (100 mL) and water (50 mL) and extrac... The reactants are COC1=C(C=C(C=O)C=C1)C1=CC=CC=C1 (4-Methoxy-3-phenylbenzaldehyde), ClC=1C=C2CC(NC2=CC1)=O (5-chloro-2-oxindole). The product is ClC=1C=C2C(C(NC2=CC1)=O)=CC=1C=C(C(=CC1)OC)C1=CC=CC=C1 (5-chloro-3-(6-methoxybiphenyl-3-ylmethylene)-1,3-dihydroindol-2-one). Reaction SMILES: [CH3:1][O:2][C:3]1[CH:10]=[CH:9][C:6]([CH:7]=O)=[CH:5][C:4]=1[C:11]1[CH:16]=[CH:15][CH:14]=[CH:13][CH:12]=1.[Cl:17][C:18]1[CH:19]=[C:20]2[C:24](=[CH:25][CH:26]=1)[NH:23][C:22](=[O:27])[CH2:21]2>>[Cl:17][C:18]1[CH:19]=[C:20]2[C:24](=[CH:25][CH:26]=1)[NH:23][C:22](=[O:27])[C:21]2=[CH:7][C:6]1[CH:5]=[C:4]([C:11]2[CH:16]=[CH:15][CH:14]=[CH:13][CH:12]=2)[C:3]([O:2][CH3:1])=[CH:10][CH:9]=1. Reported procedure: 4-Methoxy-3-phenylbenzaldehyde was condensed with 5-chloro-2-oxindole to give 0.3 g of 5-chloro-3-(6-methoxybiphenyl-3-ylmethylene)-1,3-dihydroindol-2-one as a yellow-orange solid. Reactants: CP(OCC)(=O)COC1=C(C=CC(=C1)OC1=C(C=C(C=C1)C(F)(F)F)Cl)[N+](=O)[O-] (ethyl P-methyl-2-nitro-5-(2-chloro-4-trifluoromethylphenoxy)phenoxymethylphosphinate), [OH-].[Na+] (sodium hydroxide). Solvent: C(C)O (ethanol). Conditions: time 20 minute. Product: CP(O)(=O)COC1=C(C=CC(=C1)OC1=C(C=C(C=C1)C(F)(F)F)Cl)[N+](=O)[O-] (P-methyl-2-nitro-5-(2-chloro-4-trifluoromethylphenoxy)phenoxymethylphosphinic acid), IX. RXN SMILES: [CH3:1][P:2]([CH2:7][O:8][C:9]1[CH:14]=[C:13]([O:15][C:16]2[CH:21]=[CH:20][C:19]([C:22]([F:25])([F:24])[F:23])=[CH:18][C:17]=2[Cl:26])[CH:12]=[CH:11][C:10]=1[N+:27]([O-:29])=[O:28])(=[O:6])[O:3]CC.[OH-].[Na+]>C(O)C>[CH3:1][P:2]([CH2:7][O:8][C:9]1[CH:14]=[C:13]([O:15][C:16]2[CH:21]=[CH:20][C:19]([C:22]([F:24])([F:23])[F:25])=[CH:18][C:17]=2[Cl:26])[CH:12]=[CH:11][C:10]=1[N+:27]([O-:29])=[O:28])(=[O:3])[OH:6] |f:1.2|. Procedure: To ethyl P-methyl-2-nitro-5-(2-chloro-4-trifluoromethylphenoxy)phenoxymethylphosphinate (1.30 g) in ethanol (10 ml) is added 5 % aq. sodium hydroxide (20 ml) and the solution is stirred at RT for 20 minutes. The ethanol is evaporated off; the aqueous solution is extracted with ether and the ether layer is discarded. The basic aqueous solution is acidified with dilute HCl and extracted with methylene chloride. The combined organic extracts are washed, dried and evaporated to dryness to give P-met... The reactants are CCCC[Sn](CCCC)(CCCC)c1cccc(-c2cccc(S(=O)(=O)NC(C)(C)C)c2)n1, Cc1cc(-c2ccc(C(F)(F)F)cc2)nc(OS(=O)(=O)C(F)(F)F)n1, Cc1ccccc1. The product is Cc1cc(-c2ccc(C(F)(F)F)cc2)nc(-c2cccc(-c3cccc(S(=O)(=O)NC(C)(C)C)c3)n2)n1. RXN SMILES: [C:26]([CH3:27])([CH3:28])([CH3:29])[NH:30][S:31](=[O:32])(=[O:33])[c:34]1[cH:35][c:36](-[c:40]2[n:41][c:42]([Sn:46]([CH2:47][CH2:48][CH2:49][CH3:50])([CH2:51][CH2:52][CH2:53][CH3:54])[CH2:55][CH2:56][CH2:57][CH3:58])[cH:43][cH:44][cH:45]2)[cH:37][cH:38][cH:39]1.[CH3:1][c:2]1[n:3][c:4]([O:18][S:19]([C:20]([F:21])([F:22])[F:23])(=[O:24])=[O:25])[n:5][c:6](-[c:8]2[cH:9][cH:10][c:11]([C:14]([F:15])([F:16])[F:17])[cH:12][cH:13]2)[cH:7]1.[CH3:59][c:60]1[cH:61][cH:62][cH:63][cH:64][cH:65]1>>[CH3:1][c:2]1[n:3][c:4](-[c:42]2[n:41][c:40](-[c:36]3[cH:35][c:34]([S:31]([NH:30][C:26]([CH3:27])([CH3:28])[CH3:29])(=[O:32])=[O:33])[cH:39][cH:38][cH:37]3)[cH:45][cH:44][cH:43]2)[n:5][c:6](-[c:8]2[cH:9][cH:10][c:11]([C:14]([F:15])([F:16])[F:17])[cH:12][cH:13]2)[cH:7]1.